Task: describe an organic reaction: reactants, conditions, products, and yield. Dataset: the Open Reaction Database (ORD), a public repository of structured organic reaction records Reactants: CN(C)CC(=O)N1CC(=Cc2ccccc2)C2=NN(C)C(c3ccccc3)C2C1, CC(=O)O, OO. Product: CN(C)CC(=O)N1CC(=Cc2ccccc2)C2=[N+]([O-])N(C)C(c3ccccc3)C2C1. As a reaction SMILES: [CH3:1][N:2]([CH3:3])[CH2:4][C:5](=[O:6])[N:7]1[CH2:8][CH:9]2[C:10](=[N:20][N:21]([CH3:29])[CH:22]2[c:23]2[cH:24][cH:25][cH:26][cH:27][cH:28]2)[C:11](=[CH:13][c:14]2[cH:15][cH:16][cH:17][cH:18][cH:19]2)[CH2:12]1.[CH3:32][C:33](=[O:34])[OH:35].[OH:30][OH:31]>>[CH3:1][N:2]([CH3:3])[CH2:4][C:5](=[O:6])[N:7]1[CH2:8][CH:9]2[C:10](=[N+:20]([O-:30])[N:21]([CH3:29])[CH:22]2[c:23]2[cH:24][cH:25][cH:26][cH:27][cH:28]2)[C:11](=[CH:13][c:14]2[cH:15][cH:16][cH:17][cH:18][cH:19]2)[CH2:12]1.